describe an organic reaction: reactants, conditions, products, and yield From a dataset of the Open Reaction Database (ORD), a public repository of structured organic reaction records. Yields the product CNc1nc(OCC(F)F)c(C(=O)NC2CCC(C(F)(F)F)CC2)cc1NC(=S)Nc1cc(CNC(=O)C(C)(C)C)ccc1Cl. As a reaction SMILES: [CH3:46][C:47]#[N:48].[Cl:1][c:2]1[c:3]([N:16]=[C:17]=[S:18])[cH:4][c:5]([CH2:6][NH:7][C:8]([C:9]([CH3:10])([CH3:11])[CH3:12])=[O:13])[cH:14][cH:15]1.[NH2:19][c:20]1[c:21]([NH:44][CH3:45])[n:22][c:23]([O:39][CH2:40][CH:41]([F:42])[F:43])[c:24]([C:25](=[O:26])[NH:27][CH:28]2[CH2:29][CH2:30][CH:31]([C:34]([F:35])([F:36])[F:37])[CH2:32][CH2:33]2)[cH:38]1>>[Cl:1][c:2]1[c:3]([NH:16][C:17](=[S:18])[NH:19][c:20]2[c:21]([NH:44][CH3:45])[n:22][c:23]([O:39][CH2:40][CH:41]([F:42])[F:43])[c:24]([C:25](=[O:26])[NH:27][CH:28]3[CH2:29][CH2:30][CH:31]([C:34]([F:35])([F:36])[F:37])[CH2:32][CH2:33]3)[cH:38]2)[cH:4][c:5]([CH2:6][NH:7][C:8]([C:9]([CH3:10])([CH3:11])[CH3:12])=[O:13])[cH:14][cH:15]1. Starting materials: CC#N, CC(C)(C)C(=O)NCc1ccc(Cl)c(N=C=S)c1, CNc1nc(OCC(F)F)c(C(=O)NC2CCC(C(F)(F)F)CC2)cc1N.